From a dataset of the Open Reaction Database (ORD), a public repository of structured organic reaction records. describe an organic reaction: reactants, conditions, products, and yield Reactants: FC=1C=C(C=CC1O)C1=CC(=C(C=C1)OCCCCCCCC)F (3,3 '-difluoro-4-hydroxy-4'-octyloxybiphenyl), C(CCCC)[C@@H]1C[C@H](C1)C(=O)Cl (trans-3-pentylcyclobutanecarboxylic acid chloride). Product: ( d ), C(CCCCCCC)C1CC(C1)C(=O)Cl (3-octylcyclobutanecarboxylic acid chloride). Isolated yield 120.8%. Reaction SMILES: F[C:2]1[CH:3]=C(C2C=CC(OCCCCCCCC)=C(F)C=2)C=C[C:7]=1O.[CH2:25]([C@H:30]1[CH2:33][C@H:32]([C:34]([Cl:36])=[O:35])[CH2:31]1)[CH2:26][CH2:27][CH2:28][CH3:29]>>[CH2:25]([CH:30]1[CH2:31][CH:32]([C:34]([Cl:36])=[O:35])[CH2:33]1)[CH2:26][CH2:27][CH2:28][CH2:29][CH2:7][CH2:2][CH3:3]. Procedure: Except that 0.60 g of the crude 3,3 '-difluoro-4-hydroxy-4'-octyloxybiphenyl obtained in Example 5- (c) was used in place of 0.7 g of the crude 3,3'-difluoro-4-hydroxy-4'-decyloxybiphenyl and 0.4 g of the crude trans-3-pentylcyclobutanecarboxylic acid chloride obtained in (d) above in place of 0.5 g of the 3-octylcyclobutanecarboxylic acid chloride used in Example 9-(g) and purification was carried out by way of column chromatography on silica gel (eluent: hexane/benzene=2/1), the operation was ...